This data is from the Open Reaction Database (ORD), a public repository of structured organic reaction records. The task is: describe an organic reaction: reactants, conditions, products, and yield The reactants are [Li] (lithium), N (ammonia), COC1=CC=2CC[C@H]3[C@@H]4CCC([C@@]4(C)CC[C@@H]3C2C=C1)=C (17-Methylenestra-1,3,5(10)-trien-3-yl methyl ether), C(C)(C)(C)O (t-butyl alcohol). Solvent: CO (methanol), C1CCOC1 (THF), O (Water). Reaction conditions: time 8 hour. Product: COC=1CC=2CC[C@H]3[C@@H]4CCC([C@@]4(C)CC[C@@H]3C2CC1)=C (17-Methylenestra-2,5(10)-dien-3-yl methyl ether). The yield is 71.6%. RXN SMILES: [CH3:1][O:2][C:3]1[CH:20]=[CH:19][C:18]2[C@@H:17]3[C@H:8]([C@H:9]4[C@@:13]([CH2:15][CH2:16]3)([CH3:14])[C:12](=[CH2:21])[CH2:11][CH2:10]4)[CH2:7][CH2:6][C:5]=2[CH:4]=1.C(O)(C)(C)C.[Li].N>C1COCC1.O.CO>[CH3:1][O:2][C:3]1[CH2:4][C:5]2[CH2:6][CH2:7][C@@H:8]3[C@@H:17]([C:18]=2[CH2:19][CH:20]=1)[CH2:16][CH2:15][C@@:13]1([CH3:14])[C@H:9]3[CH2:10][CH2:11][C:12]1=[CH2:21] |^1:26|. Procedure details: Approximately 70 mL of anh. ammonia was distilled through a KOH tower into a 250 mL flame-dried 3-neck flask fitted with an inlet adapter, magnetic stirring bar, dry ice/acetone condenser, and ground glass stopper. See FIG. 17. A solution of 17-methylenestra-1,3,5(10)-trien-3-yl methyl ether (14, 1.1297 g, 4.0001 mmol) and t-butyl alcohol (13.21 g, 0.1782 mol) in dry THF (17 mL) was added, followed by lithium wire (0.47 g, 68 mg-atom) cut in small pieces. After refluxing under argon for 6 h anh.... Starting materials: CS(=O)(=O)OCC1CCC(CC1)NC1=C(C=NC2=CC=C(N=C12)Cl)C(C)=O ({4-[(3-acetyl-6-chloro-1,5-naphthyridin-4-yl)amino]-cyclohexyl}methyl methanesulfonate), N[C@@H]1CC[C@H](CC1)CN1CCN(CC1)C(=O)OC(C)(C)C (tert-butyl 4-[(trans-4-aminocyclohexyl)methyl]piperazine-1-carboxylate). Product: C(C)(=O)C=1C=NC2=CC=C(N=C2C1N[C@@H]1CC[C@H](CC1)CN1CCN(CC1)C(=O)OC(C)(C)C)Cl (tert-Butyl 4-{[trans-4-(3-acetyl-6-chloro-1,5-naphthyridin-4-ylamino)cyclohexyl]methyl}piperazine-1-carboxylate). The yield is 71.1%. RXN SMILES: CS(OC[CH:7]1[CH2:12][CH2:11][CH:10]([NH:13][C:14]2[C:23]3[C:18](=[CH:19][CH:20]=[C:21]([Cl:24])[N:22]=3)[N:17]=[CH:16][C:15]=2[C:25](=[O:27])[CH3:26])[CH2:9][CH2:8]1)(=O)=O.N[C@H]1CC[C@H]([CH2:35][N:36]2[CH2:41][CH2:40][N:39]([C:42]([O:44][C:45]([CH3:48])([CH3:47])[CH3:46])=[O:43])[CH2:38][CH2:37]2)CC1>>[C:25]([C:15]1[CH:16]=[N:17][C:18]2[C:23]([C:14]=1[NH:13][C@H:10]1[CH2:9][CH2:8][C@H:7]([CH2:35][N:36]3[CH2:41][CH2:40][N:39]([C:42]([O:44][C:45]([CH3:48])([CH3:47])[CH3:46])=[O:43])[CH2:38][CH2:37]3)[CH2:12][CH2:11]1)=[N:22][C:21]([Cl:24])=[CH:20][CH:19]=2)(=[O:27])[CH3:26]. Procedure: Following general procedure V, {4-[(3-acetyl-6-chloro-1,5-naphthyridin-4-yl)amino]-cyclohexyl}methyl methanesulfonate (170 mg, 0.42 mmol) was reacted with tert-butyl 4-[(trans-4-aminocyclohexyl)methyl]piperazine-1-carboxylate (93 mg, 0.50 mmol) to afford the desired product (150 mg, 73%) as a yellow solid. ESI MS m/z 502 [M+H]+ Starting materials: ( 5 ), IC (Iodomethane), ClC=1N=CN(C1)C1=C(C=C(C=C1F)NC(=S)N)F (1-(4-(4-chloro-1H-imidazol-1-yl)-3,5-difluorophenyl)thiourea). Solvent: C(C)O (ethanol). Run at temperature 60 celsius. Yields the product I.ClC=1N=CN(C1)C1=C(C=C(C=C1F)NC(=N)SC)F (methyl 4-(4-chloro-1H-imidazol-1-yl)-3,5-difluorophenylcarbamimidothioate hydroiodide). Isolated yield 100.0%. Reaction SMILES: [I:1][CH3:2].[Cl:3][C:4]1[N:5]=[CH:6][N:7]([C:9]2[C:14]([F:15])=[CH:13][C:12]([NH:16][C:17]([NH2:19])=[S:18])=[CH:11][C:10]=2[F:20])[CH:8]=1>C(O)C>[IH:1].[Cl:3][C:4]1[N:5]=[CH:6][N:7]([C:9]2[C:10]([F:20])=[CH:11][C:12]([NH:16][C:17]([S:18][CH3:2])=[NH:19])=[CH:13][C:14]=2[F:15])[CH:8]=1 |f:3.4|. Procedure: Step J (5): Iodomethane (0.047 mL, 0.753 mmol) was added to a solution of 1-(4-(4-chloro-1H-imidazol-1-yl)-3,5-difluorophenyl)thiourea (207 mg, 0.717 mmol) in absolute ethanol (4 mL). The resulting mixture was heated at 60° C. for 16 h. After cooling to rt, the reaction was concentrated in vacuo. The residual volatiles were removed in high vacuo to afford methyl 4-(4-chloro-1H-imidazol-1-yl)-3,5-difluorophenylcarbamimidothioate hydroiodide (309 mg, 0.717 mmol, 100% yield). LC-MS (M+11)+ 303.1. Starting materials: CC(=O)OC1COC(Br)C(OC(C)=O)C1OC(C)=O, CC#N, [N-]=[N+]=[N-], [Na+], O. The product is CC(=O)OC1COC(N=[N+]=[N-])C(OC(C)=O)C1OC(C)=O. As a reaction SMILES: [C:1]([CH3:2])(=[O:3])[O:4][CH:5]1[CH:6]([Br:19])[O:7][CH2:8][CH:9]([O:15][C:16]([CH3:17])=[O:18])[CH:10]1[O:11][C:12]([CH3:13])=[O:14].[CH3:25][C:26]#[N:27].[N-:21]=[N+:22]=[N-:23].[Na+:20].[OH2:24]>>[C:1]([CH3:2])(=[O:3])[O:4][CH:5]1[CH:6]([N:21]=[N+:22]=[N-:23])[O:7][CH2:8][CH:9]([O:15][C:16]([CH3:17])=[O:18])[CH:10]1[O:11][C:12]([CH3:13])=[O:14].